This data is from the Open Reaction Database (ORD), a public repository of structured organic reaction records. The task is: describe an organic reaction: reactants, conditions, products, and yield Reactants: NC1=CC(=C(C=C1)N1CCC(CC1)C(C(=O)NCC)C1=CC=CC=C1)C#N (2-[1-(4-Amino-2-cyano-phenyl)-piperidin-4-yl]-N-ethyl-2-phenyl-acetamide), C(#N)C1=C(C=CC(=C1)[N+](=O)[O-])N1CCC(CC1)C(C(=O)NCC)C1=CC=CC=C1 (2-[1-(2-Cyano-4-nitro-phenyl)-piperidin-4-yl]-N-ethyl-2-phenyl-acetamide). The product is C(#N)C=1C=C(C=CC1N1CCC(CC1)C(C1=CC=CC=C1)C(NCC)=O)NC(C(CC)CC)=O (N-{3-Cyano-4-[4-(ethylcarbamoyl-phenyl-methyl)-piperidin-1-yl]-phenyl}-2-ethyl-butyramide). Yield: 95.0%. Reaction SMILES: [NH2:1][C:2]1[CH:7]=[CH:6][C:5]([N:8]2[CH2:13][CH2:12][CH:11]([CH:14]([C:20]3[CH:25]=[CH:24][CH:23]=[CH:22][CH:21]=3)[C:15]([NH:17][CH2:18][CH3:19])=[O:16])[CH2:10][CH2:9]2)=[C:4]([C:26]#[N:27])[CH:3]=1.C(C1C=C([N+]([O-])=O)C=CC=1N1CC[CH:42]([CH:45]([C:51]2C=CC=C[CH:52]=2)[C:46](NCC)=[O:47])[CH2:41]C1)#N>>[C:26]([C:4]1[CH:3]=[C:2]([NH:1][C:46](=[O:47])[CH:45]([CH2:51][CH3:52])[CH2:42][CH3:41])[CH:7]=[CH:6][C:5]=1[N:8]1[CH2:9][CH2:10][CH:11]([CH:14]([C:15](=[O:16])[NH:17][CH2:18][CH3:19])[C:20]2[CH:21]=[CH:22][CH:23]=[CH:24][CH:25]=2)[CH2:12][CH2:13]1)#[N:27]. Reported procedure: 2-[1-(4-Amino-2-cyano-phenyl)-piperidin-4-yl]-N-ethyl-2-phenyl-acetamide. 2-[1-(2-Cyano-4-nitro-phenyl)-piperidin-4-yl]-N-ethyl-2-phenyl-acetamide was subjected to reaction conditions similar to those described in Step C to provide the title compound as a yellow powder (600 mg, 95%). MS (ESI): mass calcd. for C22H26N4O, 362.47. m/z found, 363.2 [M+H]+. The reactants are O(C1=CC=CC=C1)C=1C=C(C=CC1)C1OCCO1 (2-(3-phenoxyphenyl)-1,3-dioxolane), O (water), C(C)O (ethyl alcohol), [Cl-].O[NH3+] (hydroxylammonium chloride). Run in ClC(Cl)(Cl)Cl (tetrachloromethane), C1=CC=CC=C1 (benzene). Product: O(C1=CC=CC=C1)C=1C=C(C=NO)C=CC1 (3-phenoxybenzaldehyde oxime). Isolated yield 94.0%. Reaction SMILES: [O:1]([C:8]1[CH:9]=[C:10]([CH:14]2OCCO2)[CH:11]=[CH:12][CH:13]=1)[C:2]1[CH:7]=[CH:6][CH:5]=[CH:4][CH:3]=1.C(O)C.[Cl-].[OH:23][NH3+:24].O>ClC(Cl)(Cl)Cl.C1C=CC=CC=1>[O:1]([C:8]1[CH:9]=[C:10]([CH:11]=[CH:12][CH:13]=1)[CH:14]=[N:24][OH:23])[C:2]1[CH:7]=[CH:6][CH:5]=[CH:4][CH:3]=1 |f:2.3|. Reported procedure: To a solution of 24.2 g. of 2-(3-phenoxyphenyl)-1,3-dioxolane in 150 ml. of ethyl alcohol a solution of 14 g. of hydroxylammonium chloride in 150 ml. of water is added, and the mixture is boiled until no traces of starting compound can be detected by thin layer chromatography (silica gel, 1:1 mixture of benzene and tetrachloromethane, development: by UV light). Alcohol is distilled off and the aqueous residue is cooled in ice water. The precipitated crystals are filtered off. 20 g. (94%) of 3-ph... Reactants: C(C(=O)Cl)(=O)Cl (oxalyl chloride), C(C=C)N (allylamine), N1=CC=CC=C1 (pyridine), ClC1=CC=C(S1)C(=O)O (5-chlorothiophene-2-carboxylic acid). The reagents and catalysts are CN(C)C=O (DMF). Run in C(Cl)Cl (CH2Cl2), C1CCOC1 (THF), C(Cl)Cl (CH2Cl2). Conditions: temperature -20 celsius, time 1.5 hour. Yields the product C(C=C)NC(=O)C=1SC(=CC1)Cl (N-allyl-5-chlorothiophene-2-carboxamide). As a reaction SMILES: [Cl:1][C:2]1[S:6][C:5]([C:7]([OH:9])=O)=[CH:4][CH:3]=1.C(Cl)(=O)C(Cl)=O.[N:16]1C=C[CH:19]=[CH:18][CH:17]=1.C(N)C=C>C(Cl)Cl.CN(C=O)C.C1COCC1>[CH2:17]([NH:16][C:7]([C:5]1[S:6][C:2]([Cl:1])=[CH:3][CH:4]=1)=[O:9])[CH:18]=[CH2:19]. Procedure details: Part A: To a cooled (−30° C.) solution of 16.26 g (0.1 mol) of 5-chlorothiophene-2-carboxylic acid in 75 ml of CH2Cl2 were added 0.15 mol (75 mL, 1.5 eq) of oxalyl chloride 2M solution in CH2Cl2 followed by 4 drops of DMF. The mixture was stirred for 1.5 h. Volatiles were evaporated to yiled the acid chloride as a yellow oil. The crude acid chloride obtained (0.1 mol) was mixed with 41 mL of pyridine and 41 mL of THF. The mixture was cooled to −20° C. and 7.5 mL (0.1 mol) of allylamine was added...